This data is from the Open Reaction Database (ORD), a public repository of structured organic reaction records. The task is: describe an organic reaction: reactants, conditions, products, and yield Reactants: C(C)OC(C(CCC#CC)C)=O (2-methylhept-5-ynoic acid ethyl ester), C(C)(=O)O (acetic acid), C(CCC)[Li] (butyllitium), dimethyl ester, CP(O)(=O)O (methanephosphonic acid). The solvent is O1CCCC1 (tetrahydrofuran), CCCCCC (hexane), O1CCCC1 (tetrahydrofuran). Reaction conditions: time 15 minute. Yields the product COP(OC)(=O)CC(C(CCC#CC)C)=O (3-Methyl-2-oxo-oct-6-ynylphosphonic Acid Dimethyl Ester). Reaction SMILES: [CH2:1]([Li])CCC.[CH3:6][P:7]([OH:10])(=O)[OH:8].C(O[C:14](=[O:22])[CH:15]([CH3:21])[CH2:16][CH2:17][C:18]#[C:19][CH3:20])C.[C:23]([OH:26])(=O)C>CCCCCC.O1CCCC1>[CH3:1][O:8][P:7]([CH2:6][C:14](=[O:22])[CH:15]([CH3:21])[CH2:16][CH2:17][C:18]#[C:19][CH3:20])(=[O:10])[O:26][CH3:23]. Reported procedure: At -70° C., 73 ml of a 1.7-molar butyllitium solution in hexane is added dropwise to a solution of 18.6 g of the dimethyl ester of methanephosphonic acid in 280 ml of tetrahydrofuran; the mixture is stirred for 15 minutes and a solution of 10.5 g of 2-methylhept-5-ynoic acid ethyl ester in 48 ml of tetrahydrofuran is gradually added thereto. The mixture is stirred for 4 hours at -70° C., neutralized with acetic acid, and evaporated under vacuum. The distillation of the residue under vacuum at 0....